Dataset: the Open Reaction Database (ORD), a public repository of structured organic reaction records. Task: describe an organic reaction: reactants, conditions, products, and yield Starting materials: BrCC1=C(C(=CC=C1)C(F)(F)F)C (1-(Bromomethyl)-2-methyl-3-(trifluoromethyl)benzene), C(C)(C)[Mg]Cl (Isopropylmagnesium chloride), N1(CCOCC1)C=1SC2=C(NC=NC2=O)N1 (2-(4-morpholinyl)[1,3]thiazolo[4,5-d]pyrimidin-7(4H)-one), [Li+].C[Si](C)(C)[N-][Si](C)(C)C (LiHMDS), [OH-].[Na+] (NaOH). The solvent is CO (MeOH), O (Water), O1CCCC1 (Tetrahydrofuran). Run at time 30 minute. Yields the product CC1=C(C=CC=C1C(F)(F)F)CNC=1N=C(SC1C(=O)N)N1CCOCC1 (4-({[2-methyl-3-(trifluoromethyl)phenyl]methyl}amino)-2-(4-morpholinyl)-1,3-thiazole-5-carboxamide). Yield: 117.4%. RXN SMILES: C([Mg]Cl)(C)C.[N:6]1([C:12]2[S:13][C:14]3[C:19](=[O:20])[N:18]=[CH:17][NH:16][C:15]=3[N:21]=2)[CH2:11][CH2:10][O:9][CH2:8][CH2:7]1.[Li+].C[Si]([N-][Si](C)(C)C)(C)C.BrC[C:34]1[CH:39]=[CH:38][CH:37]=[C:36]([C:40]([F:43])([F:42])[F:41])[C:35]=1[CH3:44].[OH-].[Na+]>O1CCCC1.O.CO>[CH3:44][C:35]1[C:36]([C:40]([F:41])([F:42])[F:43])=[CH:37][CH:38]=[CH:39][C:34]=1[CH2:17][NH:16][C:15]1[N:21]=[C:12]([N:6]2[CH2:11][CH2:10][O:9][CH2:8][CH2:7]2)[S:13][C:14]=1[C:19]([NH2:18])=[O:20] |f:2.3,5.6|. Reported procedure: Isopropylmagnesium chloride (1.679 mL, 3.36 mmol) was added to a suspension of 2-(4-morpholinyl)[1,3]thiazolo[4,5-d]pyrimidin-7(4H)-one (0.8 g, 3.36 mmol) in Tetrahydrofuran (THF) (30 mL) at 0° C. LiHMDS (3.36 mL, 3.36 mmol) was added. The ice bath was removed. The reaction mixture was stirred at RT for 30 min, cooled down to 0° C. 1-(Bromomethyl)-2-methyl-3-(trifluoromethyl)benzene (1 g, 3.95 mmol) was added. The reaction mixture was heated at 60 C overnight. LCMS showed very clean reaction. Na... Starting materials: C(C)(C)(C)C(=S)NC1=C(C=C(C(=C1)Cl)[N+](=O)[O-])Cl (N-tert-butylthiocarbonyl-2,5-dichloro-4-nitroaniline), CN1CCNCC1 (N-methylpiperazine), O (water). The solvent is CS(=O)C (dimethylsulphoxide). Yields the product C(C)(C)(C)C=1SC2=C(N1)C=C(C(=C2)[N+](=O)[O-])N2CCN(CC2)C (2-tert-butyl-5-(4-methylpiperazin-1-yl)-6-nitrobenzothiazole). As a reaction SMILES: [C:1]([C:5]([NH:7][C:8]1[CH:13]=[C:12](Cl)[C:11]([N+:15]([O-:17])=[O:16])=[CH:10][C:9]=1Cl)=[S:6])([CH3:4])([CH3:3])[CH3:2].[CH3:19][N:20]1[CH2:25][CH2:24][NH:23][CH2:22][CH2:21]1.O>CS(C)=O>[C:1]([C:5]1[S:6][C:9]2[CH:10]=[C:11]([N+:15]([O-:17])=[O:16])[C:12]([N:23]3[CH2:24][CH2:25][N:20]([CH3:19])[CH2:21][CH2:22]3)=[CH:13][C:8]=2[N:7]=1)([CH3:4])([CH3:3])[CH3:2]. Reported procedure: A solution of 171 g of N-tert-butylthiocarbonyl-2,5-dichloro-4-nitroaniline (described in European patent application No. 85810418.5 published under No. 0175650) and 605 ml of N-methylpiperazine in 1700 ml of dimethylsulphoxide is heated at 140° for 8 hours, cooled and poured into water. The solid is filtered, washed with water and cold isopropanol to yield 2-tert-butyl-5-(4-methylpiperazin-1-yl)-6-nitrobenzothiazole, melting at 132°-135°. The reactants are COCCCBr (3-methoxypropyl bromide), [Mg] (magnesium), Cl[SiH]1CCC(CC1)[C@@H]1CC[C@H](CC1)CCC1=CC(=C(C=C1)F)F (1-chloro-4-(trans-4-(2-(3,4-difluorophenyl) ethyl) cyclohexyl)-1-silacyclohexane). Run in C1CCOC1 (THF), C1CCOC1 (THF). Yields the product FC=1C=C(C=CC1F)CC[C@@H]1CC[C@H](CC1)[C@@H]1CC[Si@H](CC1)CCCOC (trans-4-(trans-4-(2-(3,4-difluorophenyl) ethyl) cyclohexyl)-1-(3-methoxypropyl)-1-silacyclohexane). Yield: 82.4%. Reaction SMILES: [CH3:1][O:2][CH2:3][CH2:4][CH2:5]Br.[Mg].Cl[SiH:9]1[CH2:14][CH2:13][CH:12]([C@H:15]2[CH2:20][CH2:19][C@H:18]([CH2:21][CH2:22][C:23]3[CH:28]=[CH:27][C:26]([F:29])=[C:25]([F:30])[CH:24]=3)[CH2:17][CH2:16]2)[CH2:11][CH2:10]1>C1COCC1>[F:30][C:25]1[CH:24]=[C:23]([CH2:22][CH2:21][C@H:18]2[CH2:17][CH2:16][C@H:15]([C@H:12]3[CH2:13][CH2:14][Si@H:9]([CH2:5][CH2:4][CH2:3][O:2][CH3:1])[CH2:10][CH2:11]3)[CH2:20][CH2:19]2)[CH:28]=[CH:27][C:26]=1[F:29]. Procedure details: 3.1 g (20 mmol) of 3-methoxypropyl bromide was dripped into a mixture of 0.5 g (21 mmol) of magnesium and 50 ml of THF to obtain a Grignard's reagent. This solution was then dripped into a 50 ml THF solution of 7.1 g (20 mmol) of 1-chloro-4-(trans-4-(2-(3,4-difluorophenyl) ethyl) cyclohexyl)-1-silacyclohexane. The silacyclohexane rings of the reacted mixture thus obtained were a mixture of trans isomers and cis isomers. After a conventional after treatment, they were separated by means of chroma... Reactants: FC(C(=O)O)(F)F (Trifluoroacetic acid), ClCC([C@@H](C)NC(OC(C)(C)C)=O)O (tert-butyl ((2R)-4-chloro-3-hydroxybutan-2-yl)carbamate). Solvent: ClCCl (dichloromethane). Reaction conditions: time 1 hour. The product is FC(C(=O)[O-])(F)F.ClC[C@@H](C[NH3+])O ((R)-3-chloro-2-hydroxypropan-1-aminium 2,2,2-trifluoroacetate). As a reaction SMILES: [F:1][C:2]([F:7])([F:6])[C:3]([OH:5])=[O:4].[Cl:8][CH2:9][CH:10]([OH:21])[C@H:11]([NH:13]C(=O)OC(C)(C)C)C>ClCCl>[F:1][C:2]([F:7])([F:6])[C:3]([O-:5])=[O:4].[Cl:8][CH2:9][C@H:10]([OH:21])[CH2:11][NH3+:13] |f:3.4|. Procedure: Trifluoroacetic acid (0.70 mL, 9.0 mmol) was added to a mixture of tert-butyl ((2R)-4-chloro-3-hydroxybutan-2-yl)carbamate (200 mg, 0.89 mmol) in dichloromethane (1.4 mL) and the mixture was stirred for one hour. The mixture was concentrated to afford (R)-3-chloro-2-hydroxypropan-1-aminium 2,2,2-trifluoroacetate. 1H NMR (500 MHz, DMSO-d6) δ 7.80 (s, 3H), 3.84 (td, J=6.8, 3.2 Hz, 1H), 3.76-3.63 (m, 1H), 3.61 (dd, J=11.3, 6.0 Hz, 1H), 3.51 (dd, J=11.2, 7.1 Hz, 1H), 3.39-3.30 (m, 1H), 1.08 (d, J=6.... Reactants: [Na] (Sodium), COC(=O)C1=C(SC=2N(C(N(C(C21)=O)C)=O)C(C)C)CN2C(=NC1=C2C=CC=C1)S(=O)(=O)C (1,2,3,4-Tetrahydro-3-methyl-1-(isopropyl)-6-[2-(methylsulfonyl)-1H-benzimidazol-1-ylmethyl]-2,4-dioxo-thieno[2,3-d]pyrimidine-5-carboxylic acid methyl ester), O (water). The product is O=C1NC2=C(N1CC1=C(C3=C(N(C(N(C3=O)C)=O)C(C)C)S1)C(=O)O)C=CC=C2 (6-[2,3-Dihydro-2-oxo-1H-benzimidazol-1-ylmethyl]-1,2,3,4-tetrahydro-3-methyl-1-(isopropyl)-2,4-dioxo-thieno[2,3-d]pyrimidine-5-carboxylic acid). As a reaction SMILES: [Na].C[O:3][C:4]([C:6]1[C:14]2[C:13](=[O:15])[N:12]([CH3:16])[C:11](=[O:17])[N:10]([CH:18]([CH3:20])[CH3:19])[C:9]=2[S:8][C:7]=1[CH2:21][N:22]1[C:26]2[CH:27]=[CH:28][CH:29]=[CH:30][C:25]=2[N:24]=[C:23]1S(C)(=O)=O)=[O:5].[OH2:35]>>[O:35]=[C:23]1[N:22]([CH2:21][C:7]2[S:8][C:9]3[N:10]([CH:18]([CH3:20])[CH3:19])[C:11](=[O:17])[N:12]([CH3:16])[C:13](=[O:15])[C:14]=3[C:6]=2[C:4]([OH:3])=[O:5])[C:26]2[CH:27]=[CH:28][CH:29]=[CH:30][C:25]=2[NH:24]1 |^1:0|. Procedure details: Sodium hydrogenocarbonate (0.55 g) was added to a suspension of the product from example 32 part b) (0.54 g) in water. The reaction mixture was heated at reflux for 17 h. The reaction mixture was washed with ethyl acetate and the aqueous layer was freezed dried to give the sub-title compound (0.7 g). MS(ES)(M++H) 415